From a dataset of the Open Reaction Database (ORD), a public repository of structured organic reaction records. describe an organic reaction: reactants, conditions, products, and yield The reactants are C1(=CC=CC=C1)N(C(=O)C=1C=CC2=C(N=C(S2)CCC2=CC=C(C=C2)C#N)C1)CCC(=O)OCC (2-[2-(4-cyanophenyl)ethyl]benzothiazol-5-yl-carboxylic acid-N-phenyl-N-(2-ethoxycarbonylethyl)amide), Cl (hydrochloric acid), C(C)O (ethanol), C([O-])([O-])=O.[NH4+].[NH4+] (ammonium carbonate), C28H28N4O3S. The reagents and catalysts are C(C)(=O)O (acetic acid). Run in C(Cl)Cl.C(C)O (methylene chloride ethanol). Yields the product Cl.C1(=CC=CC=C1)N(C(=O)C=1C=CC2=C(N=C(S2)CCC2=CC=C(C=C2)C(N)=N)C1)CCC(=O)OCC (2-[2-(4-amidinophenyl)ethyl]benzothiazol-5-yl-carboxylic acid-N-phenyl-N-(2-ethoxycarbonylethyl)amide hydrochloride). Yield: 80.0%. Reaction SMILES: [C:1]1([N:7]([CH2:29][CH2:30][C:31]([O:33][CH2:34][CH3:35])=[O:32])[C:8]([C:10]2[CH:11]=[CH:12][C:13]3[S:17][C:16]([CH2:18][CH2:19][C:20]4[CH:25]=[CH:24][C:23]([C:26]#[N:27])=[CH:22][CH:21]=4)=[N:15][C:14]=3[CH:28]=2)=[O:9])[CH:6]=[CH:5][CH:4]=[CH:3][CH:2]=1.[ClH:36].C(O)C.C(=O)([O-])[O-].[NH4+:44].[NH4+]>C(O)(=O)C.C(Cl)Cl.C(O)C>[ClH:36].[C:1]1([N:7]([CH2:29][CH2:30][C:31]([O:33][CH2:34][CH3:35])=[O:32])[C:8]([C:10]2[CH:11]=[CH:12][C:13]3[S:17][C:16]([CH2:18][CH2:19][C:20]4[CH:21]=[CH:22][C:23]([C:26](=[NH:44])[NH2:27])=[CH:24][CH:25]=4)=[N:15][C:14]=3[CH:28]=2)=[O:9])[CH:6]=[CH:5][CH:4]=[CH:3][CH:2]=1 |f:3.4.5,7.8,9.10|. Procedure: Prepared analogously to Example 9 from 2-[2-(4-cyanophenyl)ethyl]benzothiazol-5-yl-carboxylic acid-N-phenyl-N-(2-ethoxycarbonylethyl)amide, ethanolic hydrochloric acid, ethanol, and ammonium carbonate. Yield: 80% of theory, C28H28N4O3S (500.62); Rf value: 0.30 (silica gel; methylene chloride/ethanol=4:1+a few drops of acetic acid); EKA mass spectrum: (M+H)+=501.